This data is from the Open Reaction Database (ORD), a public repository of structured organic reaction records. The task is: describe an organic reaction: reactants, conditions, products, and yield Reactants: C(C)OC(COC1=CC=CC=2C(C(CCC12)Br)=O)=O (ethyl[(6-bromo-5,6,7,8-tetrahydro-5-oxo-1-naphthalenyl)oxy]acetate), C(C1=CC=CC=C1)(=S)N (thiobenzamide). The product is C1(=CC=CC=C1)C=1SC2=C(N1)C1=CC=CC(=C1CC2)OCC(=O)O ([(2-Phenyl-4,5-dihydronaphtho[1,2-d]thiazol-6-yl)oxy]acetic Acid). Yield: 27.0%. Reaction SMILES: C([O:3][C:4](=[O:19])[CH2:5][O:6][C:7]1[C:16]2[CH2:15][CH2:14][CH:13](Br)[C:12](=O)[C:11]=2[CH:10]=[CH:9][CH:8]=1)C.[C:20]([NH2:28])(=[S:27])[C:21]1[CH:26]=[CH:25][CH:24]=[CH:23][CH:22]=1>>[C:21]1([C:20]2[S:27][C:13]3[CH2:14][CH2:15][C:16]4[C:11](=[CH:10][CH:9]=[CH:8][C:7]=4[O:6][CH2:5][C:4]([OH:3])=[O:19])[C:12]=3[N:28]=2)[CH:26]=[CH:25][CH:24]=[CH:23][CH:22]=1. Procedure: Using ethyl[(6-bromo-5,6,7,8-tetrahydro-5-oxo-1-naphthalenyl)oxy]acetate and thiobenzamide, the procedure of Example 52 was otherwise repeated to synthesize the title compound. Yield 27%. Amorphous solid.